Dataset: the Open Reaction Database (ORD), a public repository of structured organic reaction records. Task: describe an organic reaction: reactants, conditions, products, and yield Starting materials: FC(S(=O)(=O)OC=1CCN(CC1)C(=O)OC(C)(C)C)(F)F (tert-butyl 4-[(trifluoromethyl)sulfonyl]oxy-3,6-dihydropyridine-1(2H)-carboxylate), C(C)(C)C=1C=C(C=CC1)B(O)O ((3-isopropylphenyl)boronic acid), P(=O)([O-])([O-])[O-].[K+].[K+].[K+] (potassium phosphate), O1CCCC1 (tetrahydrofuran). The reagents and catalysts are C=1C=CC(=CC1)[P](C=2C=CC=CC2)(C=3C=CC=CC3)[Pd]([P](C=4C=CC=CC4)(C=5C=CC=CC5)C=6C=CC=CC6)([P](C=7C=CC=CC7)(C=8C=CC=CC8)C=9C=CC=CC9)[P](C=1C=CC=CC1)(C=1C=CC=CC1)C=1C=CC=CC1 (tetrakis(triphenylphosphine)palladium(0)). The product is C(C)(C)C=1C=C(C=CC1)C=1CCN(CC1)C(=O)OC(C)(C)C (tert-Butyl 4-(3-isopropylphenyl)-3,6-dihydropyridine-1(2H)-carboxylate). As a reaction SMILES: FC(F)(F)S(O[C:7]1[CH2:8][CH2:9][N:10]([C:13]([O:15][C:16]([CH3:19])([CH3:18])[CH3:17])=[O:14])[CH2:11][CH:12]=1)(=O)=O.[CH:22]([C:25]1[CH:26]=[C:27](B(O)O)[CH:28]=[CH:29][CH:30]=1)([CH3:24])[CH3:23].P([O-])([O-])([O-])=O.[K+].[K+].[K+].O1CCCC1>C1C=CC([P]([Pd]([P](C2C=CC=CC=2)(C2C=CC=CC=2)C2C=CC=CC=2)([P](C2C=CC=CC=2)(C2C=CC=CC=2)C2C=CC=CC=2)[P](C2C=CC=CC=2)(C2C=CC=CC=2)C2C=CC=CC=2)(C2C=CC=CC=2)C2C=CC=CC=2)=CC=1>[CH:22]([C:25]1[CH:30]=[C:29]([C:7]2[CH2:8][CH2:9][N:10]([C:13]([O:15][C:16]([CH3:19])([CH3:18])[CH3:17])=[O:14])[CH2:11][CH:12]=2)[CH:28]=[CH:27][CH:26]=1)([CH3:24])[CH3:23] |f:2.3.4.5,^1:50,52,71,90|. Procedure details: A mixture of tert-butyl 4-[(trifluoromethyl)sulfonyl]oxy-3,6-dihydropyridine-1(2H)-carboxylate (11.0 g, 0.0332 mol), (3-isopropylphenyl)boronic acid (5.44 g, 0.0332 mol) and potassium phosphate (21.1 g, 0.0996 mol) in tetrahydrofuran (150.0 mL, 1.849 mol) was degassed for 15 min, then tetrakis(triphenylphosphine)palladium(0) (2 g, 0.002 mol) was added and the resulting mixture was refluxed overnight. After evaporation of most of THF, the residue was diluted with water, extracted with EtOAc. The ... Reaction conditions: time 1 hour. As a reaction SMILES: [Cl:1][C:2]1[CH:26]=[CH:25][C:5]2[O:6][C:7]3[CH:24]=[CH:23][CH:22]=[CH:21][C:8]=3[CH2:9][N:10]([C:11]([NH:13][CH2:14][C:15](N(OC)C)=[O:16])=[O:12])[C:4]=2[CH:3]=1.C(=O)=O.[CH3:30][C:31](C)=O.C([Mg]Br)=C>O1CCCC1>[Cl:1][C:2]1[CH:26]=[CH:25][C:5]2[O:6][C:7]3[CH:24]=[CH:23][CH:22]=[CH:21][C:8]=3[CH2:9][N:10]([C:11]([NH:13][CH2:14][C:15](=[O:16])[CH:30]=[CH2:31])=[O:12])[C:4]=2[CH:3]=1 |f:1.2|. Starting materials: ClC1=CC2=C(OC3=C(CN2C(=O)NCC(=O)N(C)OC)C=CC=C3)C=C1 (2-[[(8-chloro-10,11-dihydrodibenz[b,f][1,4]oxazepin-10yl)-carbonyl]amino]-N-methoxy-N-methylacetamide), C(=O)=O.CC(=O)C (dry ice acetone), C(=C)[Mg]Br (vinylmagnesium bromide). The product is ClC1=CC2=C(OC3=C(CN2C(=O)NCC(C=C)=O)C=CC=C3)C=C1 (8-chloro-N-(2-oxo-3-butenyl)dibenz[b,f][1,4]oxazepin-10(11H)-carboxamide). Run in O1CCCC1 (tetrahydrofuran), O1CCCC1 (tetrahydrofuran). Reported procedure: To a stirred solution of 2-[[(8-chloro-10,11-dihydrodibenz[b,f][1,4]oxazepin-10yl)-carbonyl]amino]-N-methoxy-N-methylacetamide (3.2 grams) in anhydrous tetrahydrofuran (35 mL) at -70° C. (dry ice/acetone bath) under a nitrogen atmosphere was added dropwise a solution of vinylmagnesium bromide (1.0M in tetrahydrofuran; 28 mi) in tetrahydrofuran (15 mL). The ice bath was removed, and the reaction was stirred to room temperature for one hour. The reaction was poured into 1M NaH2PO4 (250 mL) and ext... Reactants: CC(CC[C@@]1(C(C(=C(C2=CC=CC=C12)O)C1=NS(C2=C(N1)C=CC(=C2)NS(=O)(=O)C)(=O)=O)=O)C)(C)C (N-{3-[(4S)-4-(3,3-dimethylbutyl)-1-hydroxy-4-methyl-3-oxo-3,4-dihydronaphthalen-2-yl]-1,1-dioxido-4H-1,2,4-benzothiadiazin-7-yl}methanesulfonamide), [OH-].[Na+] (sodium hydroxide). Run in O (water). Conditions: temperature 25 celsius, time 1 hour. Yields the product CC(CC[C@@]1(C(C(=C(C2=CC=CC=C12)[O-])C1=NS(C2=C(N1)C=CC(=C2)NS(=O)(=O)C)(=O)=O)=O)C)(C)C.[Na+] (Sodium (4S)-4-(3,3-dimethylbutyl)-4-methyl-2-{7-[(methylsulfonyl)amino]-1,1-dioxido-4H-1,2,4-benzothiadiazin-3-yl}-3-oxo-3,4-dihydronaphthalen-1-olate). The yield is 74.0%. As a reaction SMILES: [CH3:1][C:2]([CH3:36])([CH3:35])[CH2:3][CH2:4][C@@:5]1([CH3:34])[C:14]2[C:9](=[CH:10][CH:11]=[CH:12][CH:13]=2)[C:8]([OH:15])=[C:7]([C:16]2[NH:21][C:20]3[CH:22]=[CH:23][C:24]([NH:26][S:27]([CH3:30])(=[O:29])=[O:28])=[CH:25][C:19]=3[S:18](=[O:32])(=[O:31])[N:17]=2)[C:6]1=[O:33].[OH-].[Na+:38]>O>[CH3:1][C:2]([CH3:36])([CH3:35])[CH2:3][CH2:4][C@@:5]1([CH3:34])[C:14]2[C:9](=[CH:10][CH:11]=[CH:12][CH:13]=2)[C:8]([O-:15])=[C:7]([C:16]2[NH:21][C:20]3[CH:22]=[CH:23][C:24]([NH:26][S:27]([CH3:30])(=[O:29])=[O:28])=[CH:25][C:19]=3[S:18](=[O:32])(=[O:31])[N:17]=2)[C:6]1=[O:33].[Na+:38] |f:1.2,4.5|. Procedure: A suspension of the product of Example 48H in water (3 mL) was treated with 0.997N sodium hydroxide solution (0.410 mL) and stirred at 25° C. for 1 hour. The solution was lyophilized to give 209 mg (74%) of a yellow solid. 1H NMR (300 MHz, DMSO-d6): δ ppm 0.43 (m, 1H) 0.70 (s, 9H) 0.81 (m, 1H) 1.38 (s, 3H) 1.71 (m, 1H) 2.16 (m, 1H) 2.90 (s, 3H) 7.28 (m, 3H) 7.44 (m, 3H) 8.05 (d, J=7.35 Hz, 1H) 9.87 (s, 1H) 15.44 (s, 1H); MS (ESI−) m/z 530 (M−H)−. RXN SMILES: [CH3:1][O:2][N:3]=[C:4]([C:13]1[CH:18]=[CH:17][C:16]([Cl:19])=[CH:15][CH:14]=1)[CH:5](Br)[CH2:6][CH:7]1[CH2:11][CH2:10][CH2:9][CH2:8]1.[NH3:20]>CO>[CH3:1][O:2][N:3]=[C:4]([C:13]1[CH:18]=[CH:17][C:16]([Cl:19])=[CH:15][CH:14]=1)[CH:5]([NH2:20])[CH2:6][CH:7]1[CH2:11][CH2:10][CH2:9][CH2:8]1. Procedure details: The 2-bromo-1-(4-chloro-phenyl)-3-cyclopentyl-propan-1-one O-methyl-oxime (1.16 g, 2.901 mmol) was dissolved in a solution of ammonia in methanol (30 mL, ˜7 N). The reaction flask was sealed with a Teflon stopper, and the reaction mixture was stirred at 55–60° C. for 2 d. It was cooled to 0° C. then the stopper was removed. The reaction mixture was concentrated to remove ammonia and methanol. The residue was partitioned between water and diethyl ether. The product was extracted with diethyl ethe... Reaction conditions: temperature 0 celsius, time 2 day. Yields the product CON=C(C(CC1CCCC1)N)C1=CC=C(C=C1)Cl (2-amino-1-(4-chloro-phenyl)-3-cyclopentyl-propan-1-one O-methyl-oxime). The yield is 45.0%. Run in CO (methanol). Starting materials: CON=C(C(CC1CCCC1)Br)C1=CC=C(C=C1)Cl (2-bromo-1-(4-chloro-phenyl)-3-cyclopentyl-propan-1-one O-methyl-oxime), N (ammonia), Teflon. Reactants: CC(O[Si](C)(C)C(C)(C)C)C1C(=O)NC1CC(=O)c1cccc(CCO)c1, CC(C)=O, [O-][I+3]([O-])([O-])[O-], [Na+], O, Cl[Ru](Cl)Cl. Yields the product CC(O[Si](C)(C)C(C)(C)C)C1C(=O)NC1CC(=O)c1cccc(CC(=O)O)c1. As a reaction SMILES: [C:1]([CH3:2])([CH3:3])([CH3:4])[Si:5]([O:6][CH:7]([CH3:8])[CH:9]1[C:10](=[O:25])[NH:11][CH:12]1[CH2:13][C:14](=[O:15])[c:16]1[cH:17][c:18]([CH2:22][CH2:23][OH:24])[cH:19][cH:20][cH:21]1)([CH3:26])[CH3:27].[CH3:34][C:35](=[O:36])[CH3:37].[I+3:28]([O-:29])([O-:30])([O-:31])[O-:32].[Na+:33].[OH2:38].[Ru:39]([Cl:40])([Cl:41])[Cl:42]>>[C:1]([CH3:2])([CH3:3])([CH3:4])[Si:5]([O:6][CH:7]([CH3:8])[CH:9]1[C:10](=[O:25])[NH:11][CH:12]1[CH2:13][C:14](=[O:15])[c:16]1[cH:17][c:18]([CH2:22][C:23](=[O:24])[OH:29])[cH:19][cH:20][cH:21]1)([CH3:26])[CH3:27]. The reactants are CC(C)CBr, Cn1c(C(=O)N2CCNCC2)cc2cc(Oc3ccc(NC(=O)c4ccc(C(F)(F)F)cc4)cn3)ccc21, CC#N, CCN(C(C)C)C(C)C, [I-], [Na+]. Yields the product CC(C)CN1CCN(C(=O)c2cc3cc(Oc4ccc(NC(=O)c5ccc(C(F)(F)F)cc5)cn4)ccc3n2C)CC1. As a reaction SMILES: [Br:39][CH2:40][CH:41]([CH3:42])[CH3:43].[CH3:1][n:2]1[c:3]([C:31](=[O:32])[N:33]2[CH2:34][CH2:35][NH:36][CH2:37][CH2:38]2)[cH:4][c:5]2[cH:6][c:7]([O:11][c:12]3[cH:13][cH:14][c:15]([NH:18][C:19]([c:20]4[cH:21][cH:22][c:23]([C:26]([F:27])([F:28])[F:29])[cH:24][cH:25]4)=[O:30])[cH:16][n:17]3)[cH:8][cH:9][c:10]12.[CH3:55][C:56]#[N:57].[CH:44]([N:45]([CH:46]([CH3:47])[CH3:48])[CH2:49][CH3:50])([CH3:51])[CH3:52].[I-:54].[Na+:53]>>[CH3:1][n:2]1[c:3]([C:31](=[O:32])[N:33]2[CH2:34][CH2:35][N:36]([CH2:40][CH:41]([CH3:42])[CH3:43])[CH2:37][CH2:38]2)[cH:4][c:5]2[cH:6][c:7]([O:11][c:12]3[cH:13][cH:14][c:15]([NH:18][C:19]([c:20]4[cH:21][cH:22][c:23]([C:26]([F:27])([F:28])[F:29])[cH:24][cH:25]4)=[O:30])[cH:16][n:17]3)[cH:8][cH:9][c:10]12. The reactants are ClCCl, CS(=O)(=O)Cl, CCN(C(C)C)C(C)C, COc1cc2ncnc(Nc3cccc(Cl)c3F)c2cc1OC1CCCNC1. RXN SMILES: [CH2:43]([Cl:44])[Cl:45].[CH3:1][S:2]([Cl:3])(=[O:4])=[O:5].[CH:34]([N:35]([CH:36]([CH3:37])[CH3:38])[CH2:39][CH3:40])([CH3:41])[CH3:42].[Cl:6][c:7]1[c:8]([F:33])[c:9]([NH:10][c:11]2[n:12][cH:13][n:14][c:15]3[cH:16][c:17]([O:28][CH3:29])[c:18]([O:21][CH:22]4[CH2:23][NH:24][CH2:25][CH2:26][CH2:27]4)[cH:19][c:20]23)[cH:30][cH:31][cH:32]1>>[CH3:1][S:2](=[O:4])(=[O:5])[N:24]1[CH2:23][CH:22]([O:21][c:18]2[c:17]([O:28][CH3:29])[cH:16][c:15]3[n:14][cH:13][n:12][c:11]([NH:10][c:9]4[c:8]([F:33])[c:7]([Cl:6])[cH:32][cH:31][cH:30]4)[c:20]3[cH:19]2)[CH2:27][CH2:26][CH2:25]1. Yields the product COc1cc2ncnc(Nc3cccc(Cl)c3F)c2cc1OC1CCCN(S(C)(=O)=O)C1.